Dataset: the Open Reaction Database (ORD), a public repository of structured organic reaction records. Task: describe an organic reaction: reactants, conditions, products, and yield As a reaction SMILES: [C:1]1([CH:8]=[CH:7][CH:6]=[C:4]([OH:5])[CH:3]=1)[OH:2].[CH2:9](Br)[CH2:10][CH2:11][CH3:12]>>[CH2:9]([O:2][C:1]1[CH:3]=[C:4]([OH:5])[CH:6]=[CH:7][CH:8]=1)[CH2:10][CH2:11][CH3:12]. The product is C(CCC)OC=1C=C(C=CC1)O (3-(n-Butoxy)phenol). Starting materials: C1(O)=CC(O)=CC=C1 (resorcinol), C(CCC)Br (n-butylbromide). The yield is 39.0%. Procedure details: Prepared according to the method described in Example A above from resorcinol (55 g; 0.5 mol) and n-butylbromide (75.4 g; 0.55 mol) to yield 32.4 g (39%) of the title compound as an oil (92% purity). bp 148° C. (12 mm Hg) MW=166 (GC-MS) Starting materials: CC1=NOC(=C1CN1N=CC(=C1)N1C(NC(C1=O)CC(=O)O)=O)C (2-(1-(1-((3,5-dimethylisoxazol-4-yl)methyl)-1H-pyrazol-4-yl)-2,5-dioxoimidazolidin-4-yl)acetic acid), NC1=CC=CC=C1 (aniline). Solvent: CN(C)C=O (DMF), C(C)(=O)OCC (ethyl aceate). Run at temperature 65 celsius, time 4 hour. Product: CC1=NOC(=C1CN1N=CC(=C1)N1C(NC(C1=O)CC(=O)NC1=CC=CC=C1)=O)C (2-(1-(1-((3,5-dimethylisoxazol-4-yl)methyl)-1H-pyrazol-4-yl)-2,5-dioxoimidazolidin-4-yl)-N-phenylacetamide). Yield: 50.0%. RXN SMILES: [CH3:1][C:2]1[C:6]([CH2:7][N:8]2[CH:12]=[C:11]([N:13]3[C:17](=[O:18])[CH:16]([CH2:19][C:20]([OH:22])=O)[NH:15][C:14]3=[O:23])[CH:10]=[N:9]2)=[C:5]([CH3:24])[O:4][N:3]=1.[NH2:25][C:26]1[CH:31]=[CH:30][CH:29]=[CH:28][CH:27]=1>CN(C=O)C.C(OCC)(=O)C>[CH3:1][C:2]1[C:6]([CH2:7][N:8]2[CH:12]=[C:11]([N:13]3[C:17](=[O:18])[CH:16]([CH2:19][C:20]([NH:25][C:26]4[CH:31]=[CH:30][CH:29]=[CH:28][CH:27]=4)=[O:22])[NH:15][C:14]3=[O:23])[CH:10]=[N:9]2)=[C:5]([CH3:24])[O:4][N:3]=1. Reported procedure: 3-(1-(1-((3,5-dimethylisoxazol-4-yl)methyl)-1H-pyrazol-4-yl)-2,5-dioxoimidazolidin-4-yl)acetic acid (example 10-44) (100 mg, 0.3 mmol), aniline (33 mg, 0.36 mmol), Pybop (187 mg, 0.36 mmol) and triethyl ammine (0.05 mL, 0.36 mmol) were mixed in DMF (1 mL). The reaction stirred at 65° C. for 4 hours. The reaction was allowed to cool to room temperature and then diluted with ethyl aceate (2 mL). The organic phase was washed with saturated sodium bicarbonate solution (2×, 2 mL) and then with satura... Reactants: [Cl-].COC[P+](C1=CC=CC=C1)(C1=CC=CC=C1)C1=CC=CC=C1 (methoxy methyltriphenyl phosphonium chloride), CC(C=O)(CC1=CC=C(C=C1)C)C=1C=NC=CC1 (2-methyl-3-(4-methylphenyl)-2-pyridin-3-ylpropanal). The solvent is C1CCOC1 (THF), C1CCOC1 (THF). Run at time 15 minute. Product: CC(CC=O)(CC1=CC=C(C=C1)C)C=1C=NC=CC1 (3-methyl-4-(4-methylphenyl)-3-pyridin-3-ylbutanal). Reaction SMILES: [Cl-].[CH3:2][O:3]C[P+](C1C=CC=CC=1)(C1C=CC=CC=1)C1C=CC=CC=1.[CH3:24][C:25]([C:36]1[CH:37]=[N:38][CH:39]=[CH:40][CH:41]=1)([CH2:28][C:29]1[CH:34]=[CH:33][C:32]([CH3:35])=[CH:31][CH:30]=1)[CH:26]=O>C1COCC1>[CH3:24][C:25]([C:36]1[CH:37]=[N:38][CH:39]=[CH:40][CH:41]=1)([CH2:28][C:29]1[CH:34]=[CH:33][C:32]([CH3:35])=[CH:31][CH:30]=1)[CH2:26][CH:2]=[O:3] |f:0.1|. Procedure: Under N2 Lithium bis(trimethylsilyl)amide solution (10.5 ml, 10.5 mmol, 1.0M in THF) was added to a mixture of methoxy methyltriphenyl phosphonium chloride (3.43 g, 10 mmol) in 25 ml THF dropwise at 0° C. After 15 min, it was added to a solution of the product of STEP 4 (1.65 g, 6.5 mmol) in 15 ml THF at 0° C. The reaction was stirred for 1 h and quenched with brine. The product was extracted with ethyl acetate. The organic layer was concentrated. The residue was dissolved in 50 ml THF and 50 ml... Yield: 89.6%. Reaction SMILES: [CH3:1][C:2]1[CH:3]=[C:4]2[C:8](=[CH:9][C:10]=1[CH3:11])[CH2:7][CH:6]=[CH:5]2.[Br:12]Br.[Br-].[K+]>[Cl-].C([N+](CCCC)(CCCC)CCCC)CCC.O.C(OCC)C>[Br:12][C:6]1[CH2:5][C:4]2[C:8]([CH:7]=1)=[CH:9][C:10]([CH3:11])=[C:2]([CH3:1])[CH:3]=2 |f:2.3,4.5|. The product is BrC=1CC2=CC(=C(C=C2C1)C)C (2-bromo-5,6-dimethylindene). The solvent is O (water), O (water), O (water), C(C)OCC (diethyl ether). Reagents/catalysts: [Cl-].C(CCC)[N+](CCCC)(CCCC)CCCC (tetrabutylammonium chloride). Procedure details: A 300 mL three-neck round bottom flask equipped with a condenser, mechanical stirrer, thermometer, and an addition funnel was charged with 5,6-dimethylindene (8.0 g, 56 mmol), tetrabutylammonium chloride (0.25 g), and water (100 mL). The addition funnel was charged with a solution of bromine (9.4 g, 0.059 mol) and potassium bromide (7.0 g, 0.059 mol) in water (100 mL total volume). The aqueous emulsion of 5,6-dimethylindene was vigorously stirred, at 45° C., during the course of a 30 minute drop... The reactants are BrBr (bromine), [Br-].[K+] (potassium bromide), CC=1C=C2C=CCC2=CC1C (5,6-dimethylindene), CC=1C=C2C=CCC2=CC1C (5,6-dimethylindene), BrBr (bromine-bromide). Run at time 2.5 hour. Starting materials: CC(C)c1nc2c(c(-c3csc(C=O)c3)n1)CCN(Cc1ccccc1)C2, [K+], NN, [OH-], O, O, OCCO. Product: Cc1cc(-c2nc(C(C)C)nc3c2CCN(Cc2ccccc2)C3)cs1. Reaction SMILES: [CH2:1]([c:2]1[cH:3][cH:4][cH:5][cH:6][cH:7]1)[N:8]1[CH2:9][c:10]2[n:11][c:12]([CH:25]([CH3:26])[CH3:27])[n:13][c:14](-[c:18]3[cH:19][c:20]([CH:23]=[O:24])[s:21][cH:22]3)[c:15]2[CH2:16][CH2:17]1.[K+:32].[NH2:29][NH2:30].[OH-:31].[OH2:28].[OH2:37].[OH:33][CH2:34][CH2:35][OH:36]>>[CH2:1]([c:2]1[cH:3][cH:4][cH:5][cH:6][cH:7]1)[N:8]1[CH2:9][c:10]2[n:11][c:12]([CH:25]([CH3:26])[CH3:27])[n:13][c:14](-[c:18]3[cH:19][c:20]([CH3:23])[s:21][cH:22]3)[c:15]2[CH2:16][CH2:17]1. Reactants: C(CC\C=C/C\C=C/C\C=C/C\C=C/C\C=C/C\C=C/CC)(=O)O (z,z,z,z,z,z-docosa-4,7,10,13,16,19-hexaenoic acid), C(CCO)O (1,3-propane diol), C1(CCCCC1)N=C=NC1CCCCC1 (1,3-dicyclohexylcarbodiimide). The reagents and catalysts are CN(C)C1=CC=NC=C1 (4-(N,N-dimethylamino)pyridine). Solvent: C(Cl)Cl (methylene chloride), C(Cl)Cl (methylene chloride). Run at time 8 hour. The product is C(CC\C=C/C\C=C/C\C=C/C\C=C/C\C=C/C\C=C/CC)(=O)OCCCO (1-(z,z,z,z,z,z-docosa-4,7,10,13,16,19-hexaenoyloxy)-3-hydroxypropane). As a reaction SMILES: [C:1]([OH:24])(=[O:23])[CH2:2][CH2:3]/[CH:4]=[CH:5]\[CH2:6]/[CH:7]=[CH:8]\[CH2:9]/[CH:10]=[CH:11]\[CH2:12]/[CH:13]=[CH:14]\[CH2:15]/[CH:16]=[CH:17]\[CH2:18]/[CH:19]=[CH:20]\[CH2:21][CH3:22].[CH2:25](O)[CH2:26][CH2:27][OH:28].C1(N=C=NC2CCCCC2)CCCCC1>C(Cl)Cl.CN(C1C=CN=CC=1)C>[C:1]([O:24][CH2:25][CH2:26][CH2:27][OH:28])(=[O:23])[CH2:2][CH2:3]/[CH:4]=[CH:5]\[CH2:6]/[CH:7]=[CH:8]\[CH2:9]/[CH:10]=[CH:11]\[CH2:12]/[CH:13]=[CH:14]\[CH2:15]/[CH:16]=[CH:17]\[CH2:18]/[CH:19]=[CH:20]\[CH2:21][CH3:22]. Procedure details: A solution of z,z,z,z,z,z-docosa-4,7,10,13,16,19-hexaenoic acid (6.4 g, 19.5 mmol) in methylene chloride (225 ml) was added dropwise to a solution of 1,3-propane diol (7.5 g, 99 mmol), 1,3-dicyclohexylcarbodiimide (4.65 g, 20 mmol) and 4-(N,N-dimethylamino)pyridine (2.1 g, 17 mmol) in methylene chloride (225 ml) at −10° C. The reaction mixture was stirred overnight, warming up to room temperature. The reaction was filtered, concentrated and purified by flash chromatography (ethyl acetate/hexane)... The reactants are C(C)OC(\C=C\C(=O)O)=O (fumaric acid mono-ethyl ester), C(C)(C)(C)O (tert-butanol), CC(=O)C (acetone), C1CCC(CC1)N=C=NC2CCCCC2 (DCC). The reagents and catalysts are CN(C)C=1C=CN=CC1 (DMAP). The solvent is C(Cl)Cl (DCM). Reaction conditions: time 16 hour. The product is C(C)(C)(C)OC(/C=C/C(=O)OCC)=O (Fumaric Acid Ethyl Ester Tert-Butyl Ester). Yield: 35.0%. RXN SMILES: [CH2:1]([O:3][C:4](=[O:10])/[CH:5]=[CH:6]/[C:7](O)=[O:8])[CH3:2].[C:11]([OH:15])([CH3:14])([CH3:13])[CH3:12].C1CCC(N=C=NC2CCCCC2)CC1.CC(C)=O>C(Cl)Cl.CN(C1C=CN=CC=1)C>[C:11]([O:15][C:7](=[O:8])/[CH:6]=[CH:5]/[C:4]([O:3][CH2:1][CH3:2])=[O:10])([CH3:14])([CH3:13])[CH3:12]. Reported procedure: To a solution of fumaric acid mono-ethyl ester (721 mg, 5 mmol) and tert-butanol (0.938 mL, 10 mmol) in 10 mL of DCM was added DMAP (122 mg, 1 mmol) followed by DCC (2.06 g, 10 mmol). The resulting mixture was stirred at rt for 16 h, taken to dryness under reduced pressure, stirred overnight with 50 mL acetone and filtered to remove DCU. The resulting filtrate was concentrated under reduced pressure, and the residue taken up in EtOAc. The EtOAc was washed twice with 30 mL 0.1 M KHSO4, and once w... The product is COc1ccccc1OCCNCC(O)COc1cccc2[nH]c3ccccc3c12. RXN SMILES: [CH2:1]([c:2]1[cH:3][cH:4][cH:5][cH:6][cH:7]1)[N:8]([CH2:9][CH:10]([CH2:11][O:12][c:13]1[cH:14][cH:15][cH:16][c:17]2[nH:18][c:19]3[cH:20][cH:21][cH:22][cH:23][c:24]3[c:25]12)[OH:26])[CH2:27][CH2:28][O:29][c:30]1[c:31]([O:36][CH3:37])[cH:32][cH:33][cH:34][cH:35]1.[CH3:38][OH:39]>>[NH:8]([CH2:9][CH:10]([CH2:11][O:12][c:13]1[cH:14][cH:15][cH:16][c:17]2[nH:18][c:19]3[cH:20][cH:21][cH:22][cH:23][c:24]3[c:25]12)[OH:26])[CH2:27][CH2:28][O:29][c:30]1[c:31]([O:36][CH3:37])[cH:32][cH:33][cH:34][cH:35]1. Starting materials: COc1ccccc1OCCN(Cc1ccccc1)CC(O)COc1cccc2[nH]c3ccccc3c12, CO. The reactants are O=C([O-])[O-], C1COCCO1, NC1CCCN(CC2CCCCC2)C1, CCOC(=O)C=Cc1cnc(Cl)cn1, [Cs+], [Cs+], CC(=O)[O-], CC(=O)[O-], [Pd+2]. Yields the product CCOC(=O)C=Cc1cnc(NC2CCCN(CC3CCCCC3)C2)cn1. Reaction SMILES: [C:29](=[O:30])([O-:31])[O-:32].[CH2:35]1[O:36][CH2:37][CH2:38][O:39][CH2:40]1.[CH:15]1([CH2:21][N:22]2[CH2:23][CH:24]([NH2:28])[CH2:25][CH2:26][CH2:27]2)[CH2:16][CH2:17][CH2:18][CH2:19][CH2:20]1.[Cl:1][c:2]1[n:3][cH:4][c:5]([CH:8]=[CH:9][C:10](=[O:11])[O:12][CH2:13][CH3:14])[n:6][cH:7]1.[Cs+:33].[Cs+:34].[O-:42][C:43]([CH3:44])=[O:45].[O-:46][C:47]([CH3:48])=[O:49].[Pd+2:41]>>[c:2]1([NH:28][CH:24]2[CH2:23][N:22]([CH2:21][CH:15]3[CH2:16][CH2:17][CH2:18][CH2:19][CH2:20]3)[CH2:27][CH2:26][CH2:25]2)[n:3][cH:4][c:5]([CH:8]=[CH:9][C:10](=[O:11])[O:12][CH2:13][CH3:14])[n:6][cH:7]1.